From a dataset of the Open Reaction Database (ORD), a public repository of structured organic reaction records. describe an organic reaction: reactants, conditions, products, and yield Reactants: CC(C)(C)OC(=O)CBr, O=C([O-])[O-], CN(C)C=O, [K+], [K+], COC(=O)C(C)(O)c1ccc(O)cc1. Yields the product COC(=O)C(C)(O)c1ccc(OCC(=O)OC(C)(C)C)cc1. RXN SMILES: [Br:15][CH2:16][C:17](=[O:18])[O:19][C:20]([CH3:21])([CH3:22])[CH3:23].[C:24](=[O:25])([O-:26])[O-:27].[CH3:30][N:31]([CH3:32])[CH:33]=[O:34].[K+:28].[K+:29].[OH:1][c:2]1[cH:3][cH:4][c:5]([C:8]([C:9](=[O:10])[O:11][CH3:12])([OH:13])[CH3:14])[cH:6][cH:7]1>>[O:1]([c:2]1[cH:3][cH:4][c:5]([C:8]([C:9](=[O:10])[O:11][CH3:12])([OH:13])[CH3:14])[cH:6][cH:7]1)[CH2:16][C:17](=[O:18])[O:19][C:20]([CH3:21])([CH3:22])[CH3:23]. Starting materials: C(C(=O)O)(=O)O (Oxalic acid), NN1CCN(CC1)C (1-amino-4-methylpiperazine), C(C)(C)(C)N1CN(CN(C1)C(C)(C)C)C(C)(C)C (1,3,5-tri-(tert.-butyl)-hexahydro-1,3,5-triazine), CC1=C(C2=C3C4=C1O[C@@](C4=O)(O/C=C/[C@@H]([C@H]([C@H]([C@@H]([C@@H]([C@@H]([C@H]([C@H](/C=C/C=C(\C(=O)NC(=CC3=O)C2=O)/C)C)O)C)O)C)OC(=O)C)C)OC)C)O (rifamycin S). The solvent is CN(C=O)C (dimethylformamide). Run at time 1 hour. Yields the product CC1=C(C2=C3C4=C1O[C@@](C4=O)(O/C=C/[C@@H]([C@H]([C@H]([C@@H]([C@@H]([C@@H]([C@H]([C@H](/C=C/C=C(\C(=O)NC(=C2O)C(=C3O)/C=N/N5CCN(CC5)C)/C)C)O)C)O)C)OC(=O)C)C)OC)C)O (rifampicin). RXN SMILES: [C:1](O)(=O)C(O)=O.C(N1CN(C(C)(C)C)CN(C(C)(C)C)C1)(C)(C)C.[CH3:25][C:26]1[C:31]2[O:32][C@:33]3([CH3:73])[O:36][CH:37]=[CH:38][C@H:39]([O:71][CH3:72])[C@@H:40]([CH3:70])[C@@H:41]([O:66][C:67]([CH3:69])=[O:68])[C@H:42]([CH3:65])[C@H:43]([OH:64])[C@H:44]([CH3:63])[C@@H:45]([OH:62])[C@@H:46]([CH3:61])[CH:47]=[CH:48][CH:49]=[C:50]([CH3:60])[C:51]([NH:53][C:54]4[C:58](=[O:59])[C:28](=[C:29]([C:56](=[O:57])[CH:55]=4)[C:30]=2[C:34]3=[O:35])[C:27]=1[OH:74])=[O:52].[NH2:75][N:76]1[CH2:81][CH2:80][N:79]([CH3:82])[CH2:78][CH2:77]1>CN(C)C=O>[CH3:25][C:26]1[C:31]2[O:32][C@:33]3([CH3:73])[O:36][CH:37]=[CH:38][C@H:39]([O:71][CH3:72])[C@@H:40]([CH3:70])[C@@H:41]([O:66][C:67]([CH3:69])=[O:68])[C@H:42]([CH3:65])[C@H:43]([OH:64])[C@H:44]([CH3:63])[C@@H:45]([OH:62])[C@@H:46]([CH3:61])[CH:47]=[CH:48][CH:49]=[C:50]([CH3:60])[C:51]([NH:53][C:54]4[C:55](/[CH:1]=[N:75]/[N:76]5[CH2:81][CH2:80][N:79]([CH3:82])[CH2:78][CH2:77]5)=[C:56]([OH:57])[C:29]([C:30]=2[C:34]3=[O:35])=[C:28]([C:58]=4[OH:59])[C:27]=1[OH:74])=[O:52]. Reported procedure: 0.36 g. Oxalic acid and 1.0 g. 1,3,5-tri-(tert.-butyl)-hexahydro-1,3,5-triazine are added to a solution of 2.8 g. rifamycin S in 10 ml. dimethylformamide. The mixture is kept at 75° C. for about 1 hour, then 1.7 g. of acidified 1-amino-4-methylpiperazine are added directly, according to the process described in Example 7. The chloroform extract finally obtained is concentrated to a small volume and diluted with an appropriate mixture of ethyl acetate-acetone to give a high yield of pure rifampic...